Dataset: the Open Reaction Database (ORD), a public repository of structured organic reaction records. Task: describe an organic reaction: reactants, conditions, products, and yield Reactants: OC=1C=C2C(=C(N(C2=CC1)CC1=CC=CC=C1)C)CC(=O)N (5-Hydroxy-2-methyl-1-(phenylmethyl)-1H-indole-3-acetamide), [H-].[Na+] (NaH), CuO, 0.5, IC1=CC=CC=C1 (iodobenzene). Run in C(C)(=O)OCC (ethyl acetate), Cl (HCl), N1=CC=CC=C1 (pyridine). Run at time 0.17 hour. Yields the product CC=1N(C2=CC=C(C=C2C1CC(=O)N)OC1=CC=CC=C1)CC1=CC=CC=C1 (2-methyl-5-phenoxy-1-(phenylmethyl)-1H-indole-3-acetamide). Yield: 3.0%. Reaction SMILES: [OH:1][C:2]1[CH:3]=[C:4]2[C:8](=[CH:9][CH:10]=1)[N:7]([CH2:11][C:12]1[CH:17]=[CH:16][CH:15]=[CH:14][CH:13]=1)[C:6]([CH3:18])=[C:5]2[CH2:19][C:20]([NH2:22])=[O:21].[H-].[Na+].I[C:26]1[CH:31]=[CH:30][CH:29]=[CH:28][CH:27]=1>N1C=CC=CC=1.C(OCC)(=O)C.Cl>[CH3:18][C:6]1[N:7]([CH2:11][C:12]2[CH:17]=[CH:16][CH:15]=[CH:14][CH:13]=2)[C:8]2[C:4]([C:5]=1[CH2:19][C:20]([NH2:22])=[O:21])=[CH:3][C:2]([O:1][C:26]1[CH:31]=[CH:30][CH:29]=[CH:28][CH:27]=1)=[CH:10][CH:9]=2 |f:1.2|. Procedure details: 5-Hydroxy-2-methyl-1-(phenylmethyl)-1H-indole-3-acetamide (1.2 g, 4.1 mmol) was dissolved in 40 mL of pyridine, 90 mg (2.2 mmol) of 60% NaH/mineral oil added, stirred 0.17 hours, 315 mg of CuO added, stirred 0.17 hours and 0.5 (4.1 mmol) mL of iodobenzene added. The mixture was heated to maintain reflux for 24 hours, cooled, and diluted with ethyl acetate and 1N HCl. The mixture was filtered thru a celite pad and the organic material separated, washed with brine, dried (Na2SO4) and concentrated ... Starting materials: O[C@H]1[C@@H](CCC1)OC(=O)NCC1(CCCCC1)CC(=O)O (1-{{{[2(R)-Hydroxycyclopent-1(R)-yl]oxy}carbonyl}aminomethyl}-1-Cyclohexane Acetic Acid), C1(CCCCC1)N=C=NC1CCCCC1 (1,3-dicyclohexylcarbodiimide), C(C1=CC=CC=C1)O (benzyl alcohol). The reagents and catalysts are CN(C)C=1C=CN=CC1 (DMAP). The solvent is ClCCl (dichloromethane). Conditions: time 15 hour. Yields the product O[C@H]1[C@@H](CCC1)OC(=O)NCC1(CCCCC1)CC(=O)OCC1=CC=CC=C1 (Benzyl 1-{{{[2(R)-Hydroxycyclopent-1(R)-yl]oxy}carbonyl}aminomethyl}-1-Cyclohexane Acetate). Yield: 78.4%. As a reaction SMILES: [OH:1][C@@H:2]1[CH2:6][CH2:5][CH2:4][C@H:3]1[O:7][C:8]([NH:10][CH2:11][C:12]1([CH2:18][C:19]([OH:21])=[O:20])[CH2:17][CH2:16][CH2:15][CH2:14][CH2:13]1)=[O:9].C1(N=C=NC2CCCCC2)CCCCC1.[CH2:37](O)[C:38]1[CH:43]=[CH:42][CH:41]=[CH:40][CH:39]=1>CN(C1C=CN=CC=1)C.ClCCl>[OH:1][C@@H:2]1[CH2:6][CH2:5][CH2:4][C@H:3]1[O:7][C:8]([NH:10][CH2:11][C:12]1([CH2:18][C:19]([O:21][CH2:37][C:38]2[CH:43]=[CH:42][CH:41]=[CH:40][CH:39]=2)=[O:20])[CH2:17][CH2:16][CH2:15][CH2:14][CH2:13]1)=[O:9]. Procedure: To a stirred solution of compound (49) (0.5 g, 1.67 mmol), 1,3-dicyclohexylcarbodiimide (1.0 g, 5.0 mmol) and DMAP (19 mg, 0.16 mmol) in dichloromethane (100 mL) at room temperature under nitrogen atmosphere was added benzyl alcohol (1.1 mL, 10 mmol). The reaction mixture was stirred at room temperature for 15 h (monitored by tlc and LC/MS), then filtered, and the white solid was washed with dichloromethane (2×15 mL). The combined filtrates were washed with water (2×25 mL), dried over Na2SO4 and... Starting materials: CC(CCl)CBr, CCO, CC[O-], Oc1ccc(F)cc1, [Na+], [Na]. The product is CC(CCl)COc1ccc(F)cc1. Reaction SMILES: [Br:14][CH2:15][CH:16]([CH2:17][Cl:18])[CH3:19].[CH3:20][CH2:21][OH:22].[CH3:2][CH2:3][O-:4].[F:6][c:7]1[cH:8][cH:9][c:10]([OH:13])[cH:11][cH:12]1.[Na+:1].[Na:5]>>[F:6][c:7]1[cH:8][cH:9][c:10]([O:13][CH2:15][CH:16]([CH2:17][Cl:18])[CH3:19])[cH:11][cH:12]1.